describe an organic reaction: reactants, conditions, products, and yield From a dataset of the Open Reaction Database (ORD), a public repository of structured organic reaction records. Starting materials: FC(C(CC(CC)=O)=O)(F)F (1,1,1-trifluorohexane-2,4-dione), ClC=1C=C(C=O)C=C(C1)Cl (3,5-dichlorobenzaldehyde), title compounds. Product: ClC=1C=C(C=C(C(C(F)(F)F)=O)C(CC)=O)C=C(C1)Cl (3-(3,5-Dichlorobenzylidene)-1,1,1-trifluoro-2,4-hexanedione). RXN SMILES: [F:1][C:2]([F:11])([F:10])[C:3](=[O:9])[CH2:4][C:5](=[O:8])[CH2:6][CH3:7].[Cl:12][C:13]1[CH:14]=[C:15]([CH:18]=[C:19]([Cl:21])[CH:20]=1)[CH:16]=O>>[Cl:12][C:13]1[CH:14]=[C:15]([CH:18]=[C:19]([Cl:21])[CH:20]=1)[CH:16]=[C:4]([C:5](=[O:8])[CH2:6][CH3:7])[C:3](=[O:9])[C:2]([F:10])([F:11])[F:1]. Reported procedure: The title compound was prepared by a similar method to that of Preparation 9 using 1,1,1-trifluorohexane-2,4-dione and 3,5-dichlorobenzaldehyde. The crude product was purified by flash chromatography on silica gel eluting with a solvent gradient of pentane gradually changing to pentane:ethyl acetate (5:1, by volume). The product was further purified by flash chromatography eluting with dichloromethane:pentane (1:10, by volume) to afford a mixture of the title compounds (500 mg) as a yellow oil.